From a dataset of the Open Reaction Database (ORD), a public repository of structured organic reaction records. describe an organic reaction: reactants, conditions, products, and yield Starting materials: ClC1=NC=CC(=N1)C=1C(=NNC1)C1=CC=C(C=C1)Cl (2-chloro-4-[3-(4-chloro-phenyl)-1H-pyrazol-4-yl]-pyrimidine), CN1CCN(CC1)C1=CC=C(C=C1)N (4-(4-methyl-piperazin-1-yl)-phenylamine), Cl (HCl). Solvent: 1,4-dioxanes. Run at temperature 100 celsius, time 24 hour. Product: ClC1=CC=C(C=C1)C1=NNC=C1C1=NC(=NC=C1)NC1=CC=C(C=C1)N1CCN(CC1)C ({4-[3-(4-chloro-phenyl)-1H-pyrazol-4-yl]-pyrimidin-2-yl}-[4-(4-methyl-piperazin-1-yl)-phenyl]-amine). As a reaction SMILES: Cl[C:2]1[N:7]=[C:6]([C:8]2[C:9]([C:13]3[CH:18]=[CH:17][C:16]([Cl:19])=[CH:15][CH:14]=3)=[N:10][NH:11][CH:12]=2)[CH:5]=[CH:4][N:3]=1.[CH3:20][N:21]1[CH2:26][CH2:25][N:24]([C:27]2[CH:32]=[CH:31][C:30]([NH2:33])=[CH:29][CH:28]=2)[CH2:23][CH2:22]1.Cl>>[Cl:19][C:16]1[CH:17]=[CH:18][C:13]([C:9]2[C:8]([C:6]3[CH:5]=[CH:4][N:3]=[C:2]([NH:33][C:30]4[CH:29]=[CH:28][C:27]([N:24]5[CH2:23][CH2:22][N:21]([CH3:20])[CH2:26][CH2:25]5)=[CH:32][CH:31]=4)[N:7]=3)=[CH:12][NH:11][N:10]=2)=[CH:14][CH:15]=1. Procedure: The solution of 150 mg (0.515 mMol) of 2-chloro-4-[3-(4-chloro-phenyl)-1H-pyrazol-4-yl]-pyrimidine in 5 mL of 1,4-dioxanes (Merck p.a. 9671) at rt is treated with 99 mg of 4-(4-methyl-piperazin-1-yl)-phenylamine (0,515 mMol, 1 Eq.) and 235 mg (2.06 mMol; 202 μl; 4 Eq.) of HCl (32%) (Fluka puriss 84416). The yellow suspension is stirred for 24 h at 100° C. After cooling to rt, the supernatant is decanted and discarded. The smeary residue is treated with 10 ml of NaHCO3 satd. solution and 10 ml of...